Dataset: the Open Reaction Database (ORD), a public repository of structured organic reaction records. Task: describe an organic reaction: reactants, conditions, products, and yield Starting materials: COC=1C=C(C(=O)OCC)C=CC1C#CC1=CC=C(C=C1)C (ethyl 3-methoxy-4-(4-methylphenyl)ethynylbenzoate), [Cl-].[NH+]1=CC=CC=C1 (pyridinium chloride), Cl (hydrochloric acid). Solvent: CN(C)C=O (DMF). Conditions: temperature 200 celsius, time 2 hour. The product is CC1=CC=C(C=C1)C=1OC2=C(C1)C=CC(=C2)C(=O)O (2-(4-methylphenyl)benzofuran-6-carboxylic acid). Yield: 65.3%. Reaction SMILES: C[O:2][C:3]1[CH:4]=[C:5]([CH:11]=[CH:12][C:13]=1[C:14]#[C:15][C:16]1[CH:21]=[CH:20][C:19]([CH3:22])=[CH:18][CH:17]=1)[C:6]([O:8]CC)=[O:7].[Cl-].[NH+]1C=CC=CC=1.Cl>CN(C=O)C>[CH3:22][C:19]1[CH:20]=[CH:21][C:16]([C:15]2[O:2][C:3]3[CH:4]=[C:5]([C:6]([OH:8])=[O:7])[CH:11]=[CH:12][C:13]=3[CH:14]=2)=[CH:17][CH:18]=1 |f:1.2|. Procedure: A mixture of ethyl 3-methoxy-4-(4-methylphenyl)ethynylbenzoate (1.5 g) and pyridinium chloride (9.0 g) was stirred at 200° C. for 2 hours, and then cooled to 100° C. To the mixture was added DMF (20 ml), and the mixture was cooled to room temperature. To the mixture was added 1N hydrochloric acid, and the mixture was extracted with ethyl acetate. The organic layer was washed with saturated brine and dried with magnesium sulfate. Under reduced pressure, the mixture was concentrated, and the preci... Starting materials: CN1C(OC[C@H]1C=CC=1SC=CC1)=O ((4R)-Methyl-4-[2-(thiophen-2-yl)ethenyl]oxazolidin-2-one). The reagents and catalysts are [Pd] (palladium-charcoal). The solvent is CO (methanol). Run at time 10 hour. The product is CN1C(OC[C@H]1CCC=1SC=CC1)=O ((4R)-Methyl-4-[2-(thiophen-2-yl)ethyl]oxazolidin-2-one). The yield is 90.8%. As a reaction SMILES: [CH3:1][N:2]1[C@H:6]([CH:7]=[CH:8][C:9]2[S:10][CH:11]=[CH:12][CH:13]=2)[CH2:5][O:4][C:3]1=[O:14]>CO.[Pd]>[CH3:1][N:2]1[C@H:6]([CH2:7][CH2:8][C:9]2[S:10][CH:11]=[CH:12][CH:13]=2)[CH2:5][O:4][C:3]1=[O:14]. Reported procedure: (4R)-Methyl-4-[2-(thiophen-2-yl)ethenyl]oxazolidin-2-one (18.0 g, 86.0 mmol) obtained in Example 66(d) was dissolved in methanol (150 ml), and 10% palladium-charcoal (4.5 g) was added thereto followed by stirring for 10 hours at room temperature under a hydrogen atmosphere. The palladium-charcoal in the reaction solution was removed by filtration using Kiriyama funnel covered with a silica gel thin layer, and the filtrate was evaporated in vacua. The obtained solid was washed with diethyl ether,... Starting materials: [Si](C)(C)(C(C)(C)C)O[C@H]1C[C@@H](CC2=CC=C3[C@@H]4CC[C@H](C(C)C=O)[C@]4(CC[C@@H]3[C@@]12C)C)O[Si](C)(C)C(C)(C)C (1α,3β-bis(t-butyldimethylsilyloxy)pregna-5,7-diene-20-carbaldehyde), COC(=O)O[C@H]1C[C@@H](CC2=CC=C3[C@@H]4CC[C@H](C(C)C=O)[C@]4(CC[C@@H]3[C@@]12C)C)OC(=O)OC (1α,3β-bis(methoxycarbonyloxy)pregna-5,7-diene-20-carbaldehyde). The product is [Si](C)(C)(C(C)(C)C)O[C@H]1C[C@@H](CC2=CC=C3[C@@H]4CC[C@H](C(C)C(=O)O)[C@]4(CC[C@@H]3[C@@]12C)C)O[Si](C)(C)C(C)(C)C (1α,3β-bis(t-butyldimethylsilyloxy)pregna-5,7-diene-20-carboxylic acid). Isolated yield 77.8%. Reaction SMILES: [Si:1]([O:8][C@@H:9]1[C@@:29]2([CH3:30])[C:13](=[CH:14][CH:15]=[C:16]3[C@@H:28]2[CH2:27][CH2:26][C@@:25]2([CH3:31])[C@H:17]3[CH2:18][CH2:19][C@@H:20]2[CH:21]([CH:23]=[O:24])[CH3:22])[CH2:12][C@@H:11]([O:32][Si:33]([C:36]([CH3:39])([CH3:38])[CH3:37])([CH3:35])[CH3:34])[CH2:10]1)([C:4]([CH3:7])([CH3:6])[CH3:5])([CH3:3])[CH3:2].C[O:41]C(O[C@@H]1[C@@]2(C)C(=CC=C3[C@@H]2CC[C@@]2(C)[C@H]3CC[C@@H]2C(C=O)C)C[C@@H](OC(OC)=O)C1)=O>>[Si:1]([O:8][C@@H:9]1[C@@:29]2([CH3:30])[C:13](=[CH:14][CH:15]=[C:16]3[C@@H:28]2[CH2:27][CH2:26][C@@:25]2([CH3:31])[C@H:17]3[CH2:18][CH2:19][C@@H:20]2[CH:21]([C:23]([OH:41])=[O:24])[CH3:22])[CH2:12][C@@H:11]([O:32][Si:33]([C:36]([CH3:38])([CH3:37])[CH3:39])([CH3:34])[CH3:35])[CH2:10]1)([C:4]([CH3:7])([CH3:6])[CH3:5])([CH3:3])[CH3:2]. Procedure details: The procedure of Example 6 was repeated except that 140 mg of 1α,3β-bis(t-butyldimethylsilyloxy)pregna-5,7-diene-20-carbaldehyde was used in lieu of 120 mg of 1α,3β-bis(methoxycarbonyloxy)pregna-5,7-diene-20-carbaldehyde to give 112 mg of 1α,3β-bis(t-butyldimethylsilyloxy)pregna-5,7-diene-20-carboxylic acid. Starting materials: CCOC(C)=O, Cc1ccccc1, COc1cc2c(cc1F)C1CCC3C(O)CCC3C1CC2, O. The product is Oc1cc2c(cc1F)C1CCC3C(O)CCC3C1CC2. As a reaction SMILES: [CH3:23][CH2:24][O:25][C:26](=[O:27])[CH3:28].[CH3:29][c:30]1[cH:31][cH:32][cH:33][cH:34][cH:35]1.[F:1][c:2]1[c:3]([O:20][CH3:21])[cH:4][c:5]2[c:18]([cH:19]1)[CH:9]1[CH:8]([CH2:7][CH2:6]2)[CH:16]2[CH:12]([CH2:11][CH2:10]1)[CH:13]([OH:17])[CH2:14][CH2:15]2.[OH2:22]>>[F:1][c:2]1[c:3]([OH:20])[cH:4][c:5]2[c:18]([cH:19]1)[CH:9]1[CH:8]([CH2:7][CH2:6]2)[CH:16]2[CH:12]([CH2:11][CH2:10]1)[CH:13]([OH:17])[CH2:14][CH2:15]2. The reactants are OC=1C=C(C=O)C=CC1 (3-hydroxy benzaldehyde), FC(C(=O)O)(F)F (trifluoro acetic acid), COC(C(CC=1C2=C(SC1)C=CC=C2)N)=O (2-amino-3-benzo[b]thiophen-3-yl-propionic acid methyl ester), COC(C(CC=1C2=C(SC1)C=CC=C2)N)=O (2-amino-3-benzo[b]thiophen-3-yl-propionic acid methyl ester). Run in C1(=CC=CC=C1)C (toluene). Conditions: temperature 40 celsius. Yields the product COC(=O)[C@H]1CC2=C([C@H](N1)C1=CC(=CC=C1)O)SC1=C2C=CC=C1 ((1R,3R)-1-(3-Hydroxy-phenyl)-1,2,3,4-tetrahydro-benzo[4,5]thieno[2,3-c]pyridine-3-carboxylic acid methyl ester). Isolated yield 122.3%. As a reaction SMILES: [OH:1][C:2]1[CH:3]=[C:4]([CH:7]=[CH:8][CH:9]=1)[CH:5]=O.FC(F)(F)C(O)=O.[CH3:17][O:18][C:19](=[O:32])[CH:20]([NH2:31])[CH2:21][C:22]1[C:23]2[CH:30]=[CH:29][CH:28]=[CH:27][C:24]=2[S:25][CH:26]=1>C1(C)C=CC=CC=1>[CH3:17][O:18][C:19]([C@@H:20]1[NH:31][C@H:5]([C:4]2[CH:7]=[CH:8][CH:9]=[C:2]([OH:1])[CH:3]=2)[C:26]2[S:25][C:24]3[CH:27]=[CH:28][CH:29]=[CH:30][C:23]=3[C:22]=2[CH2:21]1)=[O:32]. Procedure: 1.45 g (11.9 mmol) of 3-hydroxy benzaldehyde and 4.2 ml (54.6 mmol) of trifluoro acetic acid are added to a solution of 2.04 g (8.7 mmol) of 2-amino-3-benzo[b]thiophen-3-yl-propionic acid methyl ester (compound B1) in 20 ml of toluene. The solution is stirred at 40° C. over night. The mixture is washed with a saturated solution of sodium hydrogen carbonate. The aqueous layer is washed with ethyl acetate and the combined organic layers are washed with 5 M hydrochloric acid and dried with magnesiu... Reactants: N#CN1CCCC(CC(=O)c2ccc(F)cc2)C1, CC(=O)O, Cl, O. Yields the product NC(=O)N1CCCC(CC(=O)c2ccc(F)cc2)C1. Reaction SMILES: [C:1](#[N:2])[N:3]1[CH2:4][CH:5]([CH2:9][C:10](=[O:11])[c:12]2[cH:13][cH:14][c:15]([F:18])[cH:16][cH:17]2)[CH2:6][CH2:7][CH2:8]1.[CH3:19][C:20]([OH:21])=[O:22].[ClH:23].[OH2:24]>>[C:1]([NH2:2])([N:3]1[CH2:4][CH:5]([CH2:9][C:10](=[O:11])[c:12]2[cH:13][cH:14][c:15]([F:18])[cH:16][cH:17]2)[CH2:6][CH2:7][CH2:8]1)=[O:21]. The reactants are ClC1=CC(=C(C=C1)C(C#C)O)OCSC (3-(4-Chloro-2-methylsulfanylmethoxy-phenyl)-3-hydroxy-1-propyne), BrC1=C2/C(/C(NC2=CC=C1)=O)=C/C=1NC=CC1OC ((Z)-4-bromo-1,3-dihydro-3-[(3-methoxy-1H-pyrrol-2-yl)methylene]-2H-indol-2-one), BrC1=C2/C(/C(NC2=CC=C1)=O)=C/C=1NC=CC1OC ((Z)-4-bromo-1,3-dihydro-3-[(3-methoxy-1H-pyrrol-2-yl)methylene]-2H-indol-2-one). The reagents and catalysts are [Cu]I (CuI), Cl[Pd]([P](C1=CC=CC=C1)(C2=CC=CC=C2)C3=CC=CC=C3)([P](C4=CC=CC=C4)(C5=CC=CC=C5)C6=CC=CC=C6)Cl ((Ph3P)2PdCl2). Solvent: CCN(CC)CC (Et3N), CN(C)C=O (DMF). Product: ClC1=CC(=C(C=C1)C(C#CC1=C2/C(/C(NC2=CC=C1)=O)=C/C=1NC=CC1OC)O)OCSC (rac-(Z)-4-[3-(4-chloro-2-methylsulfanylmethoxy-phenyl)-3-hydroxy-1-propynyl]-1,3-dihydro-3-[(3-methoxy-1H-pyrrol-2-yl)methylene]-2H-indol-2-one). Reaction SMILES: [Cl:1][C:2]1[CH:7]=[CH:6][C:5]([CH:8]([OH:11])[C:9]#[CH:10])=[C:4]([O:12][CH2:13][S:14][CH3:15])[CH:3]=1.Br[C:17]1[CH:25]=[CH:24][CH:23]=[C:22]2[C:18]=1/[C:19](=[CH:27]/[C:28]1[NH:29][CH:30]=[CH:31][C:32]=1[O:33][CH3:34])/[C:20](=[O:26])[NH:21]2>Cl[Pd](Cl)([P](C1C=CC=CC=1)(C1C=CC=CC=1)C1C=CC=CC=1)[P](C1C=CC=CC=1)(C1C=CC=CC=1)C1C=CC=CC=1.[Cu]I.CN(C=O)C.CCN(CC)CC>[Cl:1][C:2]1[CH:7]=[CH:6][C:5]([CH:8]([OH:11])[C:9]#[C:10][C:17]2[CH:25]=[CH:24][CH:23]=[C:22]3[C:18]=2/[C:19](=[CH:27]/[C:28]2[NH:29][CH:30]=[CH:31][C:32]=2[O:33][CH3:34])/[C:20](=[O:26])[NH:21]3)=[C:4]([O:12][CH2:13][S:14][CH3:15])[CH:3]=1 |^1:37,56|. Procedure: Using Method D above, 3-(4-chloro-2-methylsulfanylmethoxy-phenyl)-3-hydroxy-1-propyne (158 mg, 0.65 mmol) (from Example 53 above) was coupled to (Z)-4-bromo-1,3-dihydro-3-[(3-methoxy-1H-pyrrol-2-yl)methylene]-2H-indol-2-one (152 mg, 0.48 mmol) (Starting Material 1) using (Ph3P)2PdCl2 (40 mg) (Aldrich) and CuI (22 mg) (Aldrich) as catalyst in DMF (3 mL) and Et3N (3 mL) as solvent at 70° C. for 17 h, yielding rac-(Z)-4-[3-(4-chloro-2-methylsulfanylmethoxy-phenyl)-3-hydroxy-1-propynyl]-1,3-dihydro-...